From a dataset of the Open Reaction Database (ORD), a public repository of structured organic reaction records. describe an organic reaction: reactants, conditions, products, and yield As a reaction SMILES: [C:1]([O:5][C:6]([NH:8][C:9](=[N:20][C:21]([O:23][C:24]([CH3:27])([CH3:26])[CH3:25])=[O:22])[NH:10][C:11]1[CH:19]=[CH:18][C:14]([C:15]([OH:17])=[O:16])=[CH:13][CH:12]=1)=[O:7])([CH3:4])([CH3:3])[CH3:2].Cl.CN(C)CCCN=C=NCC.O[C:41]1[CH:46]=[CH:45][C:44]([CH2:47][CH2:48][CH2:49][C:50]([O:52][CH2:53][C:54]2[CH:59]=[CH:58][CH:57]=[CH:56][CH:55]=2)=[O:51])=[CH:43][CH:42]=1.Cl>ClCCl.CN(C1C=CN=CC=1)C>[C:24]([O:23][C:21]([NH:20][C:9](=[N:8][C:6]([O:5][C:1]([CH3:4])([CH3:3])[CH3:2])=[O:7])[NH:10][C:11]1[CH:19]=[CH:18][C:14]([C:15]([O:17][C:41]2[CH:42]=[CH:43][C:44]([CH2:47][CH2:48][CH2:49][C:50]([O:52][CH2:53][C:54]3[CH:59]=[CH:58][CH:57]=[CH:56][CH:55]=3)=[O:51])=[CH:45][CH:46]=2)=[O:16])=[CH:13][CH:12]=1)=[O:22])([CH3:27])([CH3:26])[CH3:25] |f:1.2|. Yield: 85.2%. Solvent: ClCCl (dichloromethane). Reported procedure: To a solution of 4-[N′,N″-bis(tert-butoxycarbonyl)carbamimidamido]benzoic acid (2.96 g) in dichloromethane (20.0 mL) were added 1-[3-(dimethylamino)propyl]-3-ethylcarbodiimide hydrochloride (1.80 g), benzyl 4-(4-hydroxyphenyl)butanoate (2.00 g), and N,N-dimethyl-4-aminopyridine (286 mg), followed by stirring at room temperature overnight. To a reaction solution was added 1 M hydrochloric acid, followed by concentrating under reduced pressure. The residue was purified by silica gel column chromat... Reaction conditions: time 8 hour. Starting materials: Cl (hydrochloric acid), C(C)(C)(C)OC(=O)NC(NC1=CC=C(C(=O)O)C=C1)=NC(=O)OC(C)(C)C (4-[N′,N″-bis(tert-butoxycarbonyl)carbamimidamido]benzoic acid), Cl.CN(CCCN=C=NCC)C (1-[3-(dimethylamino)propyl]-3-ethylcarbodiimide hydrochloride), OC1=CC=C(C=C1)CCCC(=O)OCC1=CC=CC=C1 (benzyl 4-(4-hydroxyphenyl)butanoate). Yields the product C(C)(C)(C)OC(=O)NC(NC1=CC=C(C(=O)OC2=CC=C(C=C2)CCCC(=O)OCC2=CC=CC=C2)C=C1)=NC(=O)OC(C)(C)C (4-[4-(benzyloxy)-4-oxobutyl]phenyl 4-[N′,N″-bis(tert-butoxycarbonyl)carbamimidamido]benzoate). Reagents/catalysts: CN(C)C1=CC=NC=C1 (N,N-dimethyl-4-aminopyridine). Starting materials: BrCc1ccccc1Br, CC([O-])=S, CC(C)=O, [K+]. Yields the product CC(=O)SCc1ccccc1Br. As a reaction SMILES: [Br:1][c:2]1[c:3]([CH2:4][Br:5])[cH:6][cH:7][cH:8][cH:9]1.[C:10]([CH3:11])(=[S:12])[O-:13].[CH3:15][C:16](=[O:17])[CH3:18].[K+:14]>>[Br:1][c:2]1[c:3]([CH2:4][S:12][C:10]([CH3:11])=[O:13])[cH:6][cH:7][cH:8][cH:9]1. The reactants are FC(C=1C=C(C=C(C1)C(F)(F)F)CO[C@H]1[C@H](N(CCC1)C(=O)C=1SC=CC1)C1=CC=CC=C1)(F)F ((2R*,3R*)-3-((3,5-Bis(trifluoromethyl)phenyl)methyloxy)-2-phenyl-1-(2-thienoyl)piperidine), CSC.B (borane dimethylsulfide). Yields the product FC(C=1C=C(C=C(C1)C(F)(F)F)CO[C@H]1[C@H](N(CCC1)CC=1SC=CC1)C1=CC=CC=C1)(F)F ((2R*,3R*)-3-((3,5-Bis(trifluoromethyl)phenyl)methyloxy)-2-phenyl-1-(2-thienylmethyl)piperidine). Reaction SMILES: [F:1][C:2]([F:35])([F:34])[C:3]1[CH:4]=[C:5]([CH2:13][O:14][C@@H:15]2[CH2:20][CH2:19][CH2:18][N:17]([C:21]([C:23]3[S:24][CH:25]=[CH:26][CH:27]=3)=O)[C@@H:16]2[C:28]2[CH:33]=[CH:32][CH:31]=[CH:30][CH:29]=2)[CH:6]=[C:7]([C:9]([F:12])([F:11])[F:10])[CH:8]=1.CSC.B>>[F:12][C:9]([F:10])([F:11])[C:7]1[CH:6]=[C:5]([CH2:13][O:14][C@@H:15]2[CH2:20][CH2:19][CH2:18][N:17]([CH2:21][C:23]3[S:24][CH:25]=[CH:26][CH:27]=3)[C@@H:16]2[C:28]2[CH:33]=[CH:32][CH:31]=[CH:30][CH:29]=2)[CH:4]=[C:3]([C:2]([F:35])([F:34])[F:1])[CH:8]=1 |f:1.2|. Procedure: The compound of Example 13 was reacted with borane dimethylsulfide as described in Example 10. The free base was recrystallised from ether and hexane to give the product as a white crystalline solid. 1H NMR (250 MHz, CDCl3) d 1.44-1.64 (2H, m, CH2), 1.9-2.2 (2H, m, CH2), 2.24 (1H, d, J=7 Hz, CHN), 3.14 (1H, d, J=7 Hz, CHN), 3.4 (1H, s, CHO), 3.56 (1H, s, NCHPh), 3.6 (1H, s, CH-thiophene), 4.88 (1H, d, J=10 Hz, CH-thiophene), 4.0 (1H, d, J=10 Hz, CHAr), 4.24 (1H, d, J=10 Hz, CHAr), 6.7 (1H, d, J=... Reactants: CC(=O)O, [O-][I+3]([O-])([O-])O, I, O, O=S(=O)(O)O, O=C1c2ccccc2-c2ccccc21. Yields the product O=C1c2ccccc2-c2ccc(I)cc21. Reaction SMILES: [CH3:26][C:27](=[O:28])[OH:29].[I+3:21]([OH:22])([O-:23])([O-:24])[O-:25].[I:20].[OH2:30].[S:1](=[O:2])(=[O:3])([OH:4])[OH:5].[cH:6]1[cH:7][cH:8][cH:9][c:10]2[c:18]1[C:17](=[O:19])[c:16]1[c:11]-2[cH:12][cH:13][cH:14][cH:15]1>>[cH:6]1[cH:7][cH:8][cH:9][c:10]2[c:18]1[C:17](=[O:19])[c:16]1[c:11]-2[cH:12][cH:13][c:14]([I:21])[cH:15]1. Starting materials: CC(C)(C)N, Cl, CC(C)(C)N(N=O)C1CCCCC1O, O=N[O-], [Na+], C1CCC2OC2C1. Yields the product Cl, CC(C)(C)N(N)C1CCCCC1O. Reaction SMILES: [C:22]([NH2:23])([CH3:24])([CH3:25])[CH3:26].[ClH:31].[N:1](=[O:2])[N:3]([CH:4]1[CH:5]([OH:10])[CH2:6][CH2:7][CH2:8][CH2:9]1)[C:11]([CH3:12])([CH3:13])[CH3:14].[N:27]([O-:28])=[O:29].[Na+:30].[O:15]1[CH:16]2[CH2:17][CH2:18][CH2:19][CH2:20][CH:21]12>>[ClH:31].[NH2:1][N:3]([CH:4]1[CH:5]([OH:10])[CH2:6][CH2:7][CH2:8][CH2:9]1)[C:11]([CH3:12])([CH3:13])[CH3:14]. Starting materials: CN(CCC1=CN(C=2C(=CC=C(C12)O)F)C)C (3-(2-Dimethylaminoethyl)-7-fluoro-1-methyl-1H-indol-4-ol), C(C1=CC=CC=C1)OC1=C2C(=CNC2=CC(=C1)F)CCN(C)C (2-(4-Benzyloxy-6-fluoro-1H-indol-3-yl)-N,N-dimethylethanamine). Product: CN(CCC1=CN(C=2C=C(C=C(C12)O)F)CC)C (3-(2-(dimethylamino)ethyl)-1-ethyl-6-fluoro-1H-indol-4-ol). RXN SMILES: CN(C)[CH2:3][CH2:4]C1C2C(O)=CC=C(F)C=2N(C)C=1.C([O:25][C:26]1[CH:34]=[C:33]([F:35])[CH:32]=[C:31]2[C:27]=1[C:28]([CH2:36][CH2:37][N:38]([CH3:40])[CH3:39])=[CH:29][NH:30]2)C1C=CC=CC=1>>[CH3:40][N:38]([CH3:39])[CH2:37][CH2:36][C:28]1[C:27]2[C:26]([OH:25])=[CH:34][C:33]([F:35])=[CH:32][C:31]=2[N:30]([CH2:3][CH3:4])[CH:29]=1. Reported procedure: Following the procedures (step 7-8 scheme 1) used to prepare compound 1-9c, compound 1-7b was used as starting material to obtain compound 1-9b.